Task: describe an organic reaction: reactants, conditions, products, and yield. Dataset: the Open Reaction Database (ORD), a public repository of structured organic reaction records The reactants are C1(CC1)C1=CN=C(C(=N1)C(=O)OC)NC1=NC=CN=C1 (methyl 6-cyclopropyl-3-(pyrazin-2-ylamino)pyrazine-2-carboxylate), NC=1C=NN(C1C(=O)NC)C (4-amino-N,1-dimethyl-1H-pyrazole-5-carboxamide). Product: C1(CC1)C1=CN=C(C(=N1)C(=O)NC=1C=NN(C1C(NC)=O)C)NC1=NC=CN=C1 (6-Cyclopropyl-N-(1-methyl-5-(methylcarbamoyl)-1H-pyrazol-4-yl)-3-(pyrazin-2-ylamino)pyrazine-2-carboxamide). As a reaction SMILES: [CH:1]1([C:4]2[N:9]=[C:8]([C:10]([O:12]C)=O)[C:7]([NH:14][C:15]3[CH:20]=[N:19][CH:18]=[CH:17][N:16]=3)=[N:6][CH:5]=2)[CH2:3][CH2:2]1.[NH2:21][C:22]1[CH:23]=[N:24][N:25]([CH3:31])[C:26]=1[C:27]([NH:29][CH3:30])=[O:28]>>[CH:1]1([C:4]2[N:9]=[C:8]([C:10]([NH:21][C:22]3[CH:23]=[N:24][N:25]([CH3:31])[C:26]=3[C:27](=[O:28])[NH:29][CH3:30])=[O:12])[C:7]([NH:14][C:15]3[CH:20]=[N:19][CH:18]=[CH:17][N:16]=3)=[N:6][CH:5]=2)[CH2:2][CH2:3]1. Procedure details: According to the procedure described in step 2 of example 14, methyl 6-cyclopropyl-3-(pyrazin-2-ylamino)pyrazine-2-carboxylate was reacted with 4-amino-N,1-dimethyl-1H-pyrazole-5-carboxamide to give the title compound. Yellow solid. Starting materials: C(#N)C1=C(C=C(C=C1)N(CC(=O)O)CC(C)C)C(F)(F)F (N-[4-cyano-3-(trifluoromethyl)phenyl]-N-isobutylglycine), NC1=CC=CC=C1 (aniline). The product is C(#N)C1=C(C=C(C=C1)N(CC(=O)NC1=CC=CC=C1)CC(C)C)C(F)(F)F (N2-[4-Cyano-3-(trifluoromethyl)phenyl]-N2-(2-methylpropyl)-N1-phenylglycinamide). As a reaction SMILES: [C:1]([C:3]1[CH:8]=[CH:7][C:6]([N:9]([CH2:14][CH:15]([CH3:17])[CH3:16])[CH2:10][C:11]([OH:13])=O)=[CH:5][C:4]=1[C:18]([F:21])([F:20])[F:19])#[N:2].[NH2:22][C:23]1[CH:28]=[CH:27][CH:26]=[CH:25][CH:24]=1>>[C:1]([C:3]1[CH:8]=[CH:7][C:6]([N:9]([CH2:14][CH:15]([CH3:17])[CH3:16])[CH2:10][C:11]([NH:22][C:23]2[CH:28]=[CH:27][CH:26]=[CH:25][CH:24]=2)=[O:13])=[CH:5][C:4]=1[C:18]([F:21])([F:20])[F:19])#[N:2]. Reported procedure: Synthesized as described for Example 91C using N-[4-cyano-3-(trifluoromethyl)phenyl]-N-isobutylglycine and aniline: MS (APCI) m/z 376 (M+1). The reactants are OP(=O)(O)[O-].[K+] (KH2PO4), C(#N)C(CCC(=O)OC)(CC)C1=CC=C(C=C1)[N+](=O)[O-] (methyl 4-cyano-4-(4-nitrophenyl)hexanoate), [OH-].[Na+] (NaOH). Conditions: temperature 37 celsius. Product: C(#N)[C@@](CCC(=O)OC)(CC)C1=CC=C(C=C1)[N+](=O)[O-] ((R)-methyl 4-cyano-4-(4-nitrophenyl)hexanoate). Isolated yield 50.3%. As a reaction SMILES: OP([O-])(O)=O.[K+].[C:7]([C:9]([C:18]1[CH:23]=[CH:22][C:21]([N+:24]([O-:26])=[O:25])=[CH:20][CH:19]=1)([CH2:16][CH3:17])[CH2:10][CH2:11][C:12]([O:14][CH3:15])=[O:13])#[N:8].[OH-].[Na+]>>[C:7]([C@:9]([C:18]1[CH:19]=[CH:20][C:21]([N+:24]([O-:26])=[O:25])=[CH:22][CH:23]=1)([CH2:16][CH3:17])[CH2:10][CH2:11][C:12]([O:14][CH3:15])=[O:13])#[N:8] |f:0.1,3.4|. Reported procedure: A 1 l jacketed biotransformation vessel was charged with 0.05M KH2PO4, pH 7.5 (500 ml) and methyl 4-cyano-4-(4-nitrophenyl)hexanoate (20 g, 72 mmol). α-Chymotrypsin (ex. Aldrich; 4 g) was introduced and the mixture was agitated using an overhead stirrer. Temperature was maintained at 37° C. with the aid of a thermocirculator and the pH controlled by a probe linked to an autotitrator. The biotransformation was allowed to proceed until 18 ml of 1M NaOH had been added (equivalent to 50% conversion)... The reactants are CSSC, CN(C)C=O, FC(F)(F)C(F)(F)C(F)(F)C(F)(F)C(F)(F)C(F)(F)C(F)(F)C(F)(F)I, [Na+], [Na+], [Na+], [Na+], O, O=P([O-])([O-])O, O=S([O-])S(=O)[O-]. Product: CSC(F)(F)C(F)(F)C(F)(F)C(F)(F)C(F)(F)C(F)(F)C(F)(F)C(F)(F)F. As a reaction SMILES: [CH3:42][S:43][S:44][CH3:45].[CH3:46][N:47]([CH3:48])[CH:49]=[O:50].[F:1][C:2]([C:3]([C:4]([C:5]([C:6]([C:7]([C:8]([C:9]([F:10])([F:11])[F:12])([F:13])[F:14])([F:15])[F:16])([F:17])[F:18])([F:19])[F:20])([F:21])[F:22])([F:23])[F:24])([F:25])[I:26].[Na+:33].[Na+:34].[Na+:40].[Na+:41].[OH2:51].[P:35]([O-:36])([O-:37])([OH:38])=[O:39].[S:27]([S:28]([O-:29])=[O:30])([O-:31])=[O:32]>>[F:1][C:2]([C:3]([C:4]([C:5]([C:6]([C:7]([C:8]([C:9]([F:10])([F:11])[F:12])([F:13])[F:14])([F:15])[F:16])([F:17])[F:18])([F:19])[F:20])([F:21])[F:22])([F:23])[F:24])([F:25])[S:43][CH3:42].